This data is from the Open Reaction Database (ORD), a public repository of structured organic reaction records. The task is: describe an organic reaction: reactants, conditions, products, and yield The reactants are [Al+3], CCc1ccc(S(=O)(=O)Cl)cc1, COC(=O)C1CCC(c2ccc(F)cc2)N1, CCc1ccc(S(=O)(=O)N2C(C(=O)OC)CCC2c2ccc(F)cc2)cc1, [H-], [H-], [H-], [H-], [Li+]. Product: CCc1ccc(S(=O)(=O)N2C(CO)CCC2c2ccc(F)cc2)cc1. As a reaction SMILES: [Al+3:57].[CH2:17]([c:18]1[cH:19][cH:20][c:21]([S:22]([Cl:23])(=[O:24])=[O:25])[cH:26][cH:27]1)[CH3:28].[F:1][c:2]1[cH:3][cH:4][c:5]([CH:6]2[NH:7][CH:8]([C:9]([O:10][CH3:11])=[O:12])[CH2:13][CH2:14]2)[cH:15][cH:16]1.[F:29][c:30]1[cH:31][cH:32][c:33]([CH:36]2[CH2:37][CH2:38][CH:39]([C:52](=[O:53])[O:54][CH3:55])[N:40]2[S:41](=[O:42])(=[O:43])[c:44]2[cH:45][cH:46][c:47]([CH2:50][CH3:51])[cH:48][cH:49]2)[cH:34][cH:35]1.[H-:56].[H-:59].[H-:60].[H-:61].[Li+:58]>>[F:29][c:30]1[cH:31][cH:32][c:33]([CH:36]2[CH2:37][CH2:38][CH:39]([CH2:52][OH:53])[N:40]2[S:41](=[O:42])(=[O:43])[c:44]2[cH:45][cH:46][c:47]([CH2:50][CH3:51])[cH:48][cH:49]2)[cH:34][cH:35]1. The reactants are BrCCCCCCBr, CCCC[N+](CCCC)(CCCC)CCCC, ClCCl, [Na+], [OH-], CC(C)(C)OC(=O)N1CCC(O)CC1, O=S(=O)([O-])O. The product is CC(C)(C)OC(=O)N1CCC(OCCCCCCBr)CC1. RXN SMILES: [Br:15][CH2:16][CH2:17][CH2:18][CH2:19][CH2:20][CH2:21][Br:22].[CH2:30]([N+:31]([CH2:32][CH2:33][CH2:34][CH3:35])([CH2:36][CH2:37][CH2:38][CH3:39])[CH2:40][CH2:41][CH2:42][CH3:43])[CH2:44][CH2:45][CH3:46].[CH2:47]([Cl:48])[Cl:49].[Na+:24].[OH-:23].[OH:1][CH:2]1[CH2:3][CH2:4][N:5]([C:8](=[O:9])[O:10][C:11]([CH3:12])([CH3:13])[CH3:14])[CH2:6][CH2:7]1.[S:25]([O-:26])([OH:27])(=[O:28])=[O:29]>>[O:1]([CH:2]1[CH2:3][CH2:4][N:5]([C:8](=[O:9])[O:10][C:11]([CH3:12])([CH3:13])[CH3:14])[CH2:6][CH2:7]1)[CH2:21][CH2:20][CH2:19][CH2:18][CH2:17][CH2:16][Br:15]. The reactants are Cl (hydrochloride), compound, C(C)(C)(C)OC(=O)N(CCOCC(=O)O)CCCN1C(SC=C1C1=CC=C(C=C1)F)=NC1=C(C=C(C=C1)Cl)OC ([2-((tert-Butoxycarbonyl){3-[2-[(4-chloro-2-methoxyphenyl)imino]-4-(4-fluorophenyl)thiazol-3(2H)-yl]propyl}amino)ethoxy]acetic acid), Example 9 ( 2 ). The product is ClC1=CC(=C(C=C1)N=C1SC=C(N1CCCNCCOCC(=O)O)C1=CC=C(C=C1)F)OC ([2-({3-[2-[(4-Chloro-2-methoxyphenyl)imino]-4-(4-fluorophenyl)-thiazol-3(2H)-yl]propyl}amino)ethoxy]acetic acid). Reaction SMILES: C(OC([N:8]([CH2:16][CH2:17][CH2:18][N:19]1[C:23]([C:24]2[CH:29]=[CH:28][C:27]([F:30])=[CH:26][CH:25]=2)=[CH:22][S:21][C:20]1=[N:31][C:32]1[CH:37]=[CH:36][C:35]([Cl:38])=[CH:34][C:33]=1[O:39][CH3:40])[CH2:9][CH2:10][O:11][CH2:12][C:13]([OH:15])=[O:14])=O)(C)(C)C.Cl>>[Cl:38][C:35]1[CH:36]=[CH:37][C:32]([N:31]=[C:20]2[N:19]([CH2:18][CH2:17][CH2:16][NH:8][CH2:9][CH2:10][O:11][CH2:12][C:13]([OH:15])=[O:14])[C:23]([C:24]3[CH:29]=[CH:28][C:27]([F:30])=[CH:26][CH:25]=3)=[CH:22][S:21]2)=[C:33]([O:39][CH3:40])[CH:34]=1. Procedure details: The compound (750 mg) obtained in the above (2) was treated in a similar manner to in Example 9 (2) to give the title compound (579 mg) as hydrochloride. As a reaction SMILES: [NH2:1][CH2:2][C:3]([OH:5])=[O:4].[OH-].[Na+].[C:8](Cl)(=[O:12])[C:9]([CH3:11])=[CH2:10].Cl>O>[C:8]([NH:1][CH2:2][C:3]([OH:5])=[O:4])(=[O:12])[C:9]([CH3:11])=[CH2:10] |f:1.2|. Solvent: O (water), ice. Yields the product C(C(=C)C)(=O)NCC(=O)O (N-Methacryloylglycine). Conditions: time 3 hour. Isolated yield 48.9%. Procedure details: Glycine (75 g, 1 mol) is dissolved in 500 ml of 40 g (1 mol) of sodium hydroxide in the ice bath and the clear solution is reacted with 105 g (1 mol) of methacryloyl chloride and 40 g (1 mol) of sodium hydroxide in 150 ml of water simultaneously. The reaction temperature is kept below 5° C. throughout the addition. The reaction mixture is allowed to rise to room temperature and stirred at that temperature for three hours. The clear solution was titrated with 1N HCl to pH 3.0 and extracted with e... Reactants: C(C(=C)C)(=O)Cl (methacryloyl chloride), [OH-].[Na+] (sodium hydroxide), Cl (HCl), NCC(=O)O (Glycine), [OH-].[Na+] (sodium hydroxide). Reactants: F[B-](F)(F)F, CCCC(CN1CCC1)NC, CN(C)C=O, O=C(O)c1ccc(Cl)cc1Cl, CN(C)C(On1nnc2ccccc21)=[N+](C)C. Product: CCCC(CN1CCC1)N(C)C(=O)c1ccc(Cl)cc1Cl. RXN SMILES: [B-:12]([F:13])([F:14])([F:15])[F:16].[N:34]1([CH2:38][CH:39]([CH2:40][CH2:41][CH3:42])[NH:43][CH3:44])[CH2:35][CH2:36][CH2:37]1.[O:45]=[CH:46][N:47]([CH3:48])[CH3:49].[OH:1][C:2](=[O:3])[c:4]1[cH:5][cH:6][c:7]([Cl:8])[cH:9][c:10]1[Cl:11].[n:17]1([O:18][C:19]([N:20]([CH3:21])[CH3:22])=[N+:23]([CH3:24])[CH3:25])[c:26]2[cH:27][cH:28][cH:29][cH:30][c:31]2[n:32][n:33]1>>[C:2](=[O:3])([c:4]1[cH:5][cH:6][c:7]([Cl:8])[cH:9][c:10]1[Cl:11])[N:43]([CH:39]([CH2:38][N:34]1[CH2:35][CH2:36][CH2:37]1)[CH2:40][CH2:41][CH3:42])[CH3:44]. Reactants: ClCCl, O=C(OO)c1cccc(Cl)c1, Oc1ccc(SCC2COC(c3ccccc3)=N2)cc1. Yields the product O=S(CC1COC(c2ccccc2)=N1)c1ccc(O)cc1. As a reaction SMILES: [CH2:32]([Cl:33])[Cl:34].[OH:21][O:22][C:23]([c:24]1[cH:25][c:26]([Cl:27])[cH:28][cH:29][cH:30]1)=[O:31].[c:1]1([C:7]2=[N:11][CH:10]([CH2:12][S:13][c:14]3[cH:15][cH:16][c:17]([OH:20])[cH:18][cH:19]3)[CH2:9][O:8]2)[cH:2][cH:3][cH:4][cH:5][cH:6]1>>[c:1]1([C:7]2=[N:11][CH:10]([CH2:12][S:13]([c:14]3[cH:15][cH:16][c:17]([OH:20])[cH:18][cH:19]3)=[O:21])[CH2:9][O:8]2)[cH:2][cH:3][cH:4][cH:5][cH:6]1. Starting materials: Cl.FC1=C(C=CC(=C1)F)N1N=C(CC1C1=CC=C(C=C1)N1CCNCCC1)C(O)(C(F)(F)F)C(F)(F)F (1-(2,4-difluoro-phenyl)-5-[4-(homopiperazin-1-yl)-phenyl]-3-[di-(trifluoromethyl)-hydroxy-methyl]-4,5-dihydro-1H-pyrazole hydrochloride), CN(S(=O)(=O)Cl)C (dimethylsulfamoyl chloride). The product is FC1=C(C=CC(=C1)F)N1N=C(CC1C1=CC=C(C=C1)N1CCN(CCC1)S(N(C)C)(=O)=O)C(O)(C(F)(F)F)C(F)(F)F (1-(2,4-difluoro-phenyl)-5-[4-(4-dimethylsulfamoyl-homopiperazin-1-yl)-phenyl]-3-[di-(trifluoromethyl)-hydroxy-methyl]-4,5-dihydro-1H-pyrazole). As a reaction SMILES: Cl.[F:2][C:3]1[CH:8]=[C:7]([F:9])[CH:6]=[CH:5][C:4]=1[N:10]1[CH:14]([C:15]2[CH:20]=[CH:19][C:18]([N:21]3[CH2:27][CH2:26][CH2:25][NH:24][CH2:23][CH2:22]3)=[CH:17][CH:16]=2)[CH2:13][C:12]([C:28]([C:34]([F:37])([F:36])[F:35])([C:30]([F:33])([F:32])[F:31])[OH:29])=[N:11]1.[CH3:38][N:39]([CH3:44])[S:40](Cl)(=[O:42])=[O:41]>>[F:2][C:3]1[CH:8]=[C:7]([F:9])[CH:6]=[CH:5][C:4]=1[N:10]1[CH:14]([C:15]2[CH:16]=[CH:17][C:18]([N:21]3[CH2:27][CH2:26][CH2:25][N:24]([S:40](=[O:42])(=[O:41])[N:39]([CH3:44])[CH3:38])[CH2:23][CH2:22]3)=[CH:19][CH:20]=2)[CH2:13][C:12]([C:28]([C:34]([F:35])([F:36])[F:37])([C:30]([F:31])([F:33])[F:32])[OH:29])=[N:11]1 |f:0.1|. Procedure details: The titled compound was prepared in accordance with the same procedures as in Example 410, except for using 1-(2,4-difluoro-phenyl)-5-[4-(homopiperazin-1-yl)-phenyl]-3-[di-(trifluoromethyl)-hydroxy-methyl]-4,5-dihydro-1H-pyrazole hydrochloride prepared in Example 409; and using dimethylsulfamoyl chloride instead of methanesulfonyl chloride. Yields the product ClC1=CC=2N=CN(C(C2C=N1)=O)COCC[Si](C)(C)C (7-chloro-3-(2-trimethylsilylethoxymethyl)pyrido[4,3-d]pyrimidin-4-one). Run at temperature 0 celsius. Procedure details: In a dried round bottom flask under N2 atmosphere was added 7-chloro-3H-pyrido[4,3-d]pyrimidin-4-one (3, 9.0 g, 49.56 mmol) to dimethylformamide (50 mL). The solution was stirred at 0° C. and sodium hydride (1.78 g, 74.35 mmol) was added portion-wise over 10 min. The anionic suspension was stirred for 1 h at 0° C. followed by the addition of 2-(trimethylsilyl)ethoxymethyl chloride (12.4 g, 74.35 mmol) at 0° C. The reaction mixture was stirred at room temperature for 5 h. After consumption of sta... Reaction SMILES: [Cl:1][C:2]1[N:11]=[CH:10][C:9]2[C:8](=[O:12])[NH:7][CH:6]=[N:5][C:4]=2[CH:3]=1.[H-].[Na+].[CH3:15][Si:16]([CH3:23])([CH3:22])[CH2:17][CH2:18][O:19][CH2:20]Cl>CN(C)C=O>[Cl:1][C:2]1[N:11]=[CH:10][C:9]2[C:8](=[O:12])[N:7]([CH2:20][O:19][CH2:18][CH2:17][Si:16]([CH3:23])([CH3:22])[CH3:15])[CH:6]=[N:5][C:4]=2[CH:3]=1 |f:1.2|. The reactants are [H-].[Na+] (sodium hydride), ClC1=CC=2N=CNC(C2C=N1)=O (7-chloro-3H-pyrido[4,3-d]pyrimidin-4-one), C[Si](CCOCCl)(C)C (2-(trimethylsilyl)ethoxymethyl chloride). Run in CN(C=O)C (dimethylformamide). Starting materials: solution, [Li]CCCC (BuLi), CN(C)C=O (DMF), C(C)(C)(C)OC(NC1=C(C=C(C=C1)F)F)=O ((2,4-difluoro-phenyl)-carbamic acid tert-butyl ester), Cl (HCl). The solvent is hexanes, CCOC(=O)C (EtOAc), C1CCOC1 (THF), O (Water). Reaction conditions: temperature -78 celsius, time 1 hour. The product is C(C)(C)(C)OC(NC1=C(C(=C(C=C1)F)C=O)F)=O ((2,4-difluoro-3-formyl-phenyl)-carbamic acid tert-butyl ester). RXN SMILES: [C:1]([O:5][C:6](=[O:16])[NH:7][C:8]1[CH:13]=[CH:12][C:11]([F:14])=[CH:10][C:9]=1[F:15])([CH3:4])([CH3:3])[CH3:2].[Li]CCCC.CN([CH:25]=[O:26])C.Cl>C1COCC1.CCOC(C)=O.O>[C:1]([O:5][C:6](=[O:16])[NH:7][C:8]1[CH:13]=[CH:12][C:11]([F:14])=[C:10]([CH:25]=[O:26])[C:9]=1[F:15])([CH3:4])([CH3:2])[CH3:3]. Procedure details: To a stirred, cooled (−78° C.) solution of (2,4-difluoro-phenyl)-carbamic acid tert-butyl ester (5 g) in THF (50 ml) under an argon atmosphere was added dropwise a 1.6 M solution of BuLi in hexanes (28.6 ml) for 20 min (temperature below −68° C. during the addition). When addition was complete, the mixture (turning to orange, then to light red) was stirred at −78° C. for 1 h 30. DMF (7.55 ml) was then added for 10 min (temperature below −70° C.) and stirring at −78° C. was continued for 15 min. ...